This data is from the Open Reaction Database (ORD), a public repository of structured organic reaction records. The task is: describe an organic reaction: reactants, conditions, products, and yield The reactants are BrC=1C=CC(=C2CCC(NC12)=O)OC (8-bromo-5-methoxy-3,4-dihydrocarbostyril), cuprous chloride, ice, Cl (hydrochloric acid). Run in CS(=O)C (dimethyl sulfoxide). Product: ClC=1C=CC(=C2CCC(NC12)=O)OC (8-chloro-5-methoxy-3,4-dihydrocarbostyril). Reaction SMILES: Br[C:2]1[CH:3]=[CH:4][C:5]([O:13][CH3:14])=[C:6]2[C:11]=1[NH:10][C:9](=[O:12])[CH2:8][CH2:7]2.[ClH:15]>CS(C)=O>[Cl:15][C:2]1[CH:3]=[CH:4][C:5]([O:13][CH3:14])=[C:6]2[C:11]=1[NH:10][C:9](=[O:12])[CH2:8][CH2:7]2. Procedure details: 22.7 Grams of 8-bromo-5-methoxy-3,4-dihydrocarbostyril and 25 g of cuprous chloride are mixed with 100 ml of dimethyl sulfoxide and heated at 135°-140° C. for 4 hours under stirring condition. After the reaction is completed, the reaction mixture is mixed with 200 g of ice and 50 ml of concentrated hydrochloric acid and stirred at room temperature for 1 hour. The crystals thus precipitated are separated by filtration, washed first with diluted hydrochloric acid and then with water and dried. The... Starting materials: CO, [H][H], [Pd], COC(Cc1ccc(C#CCCCOc2ccc(-c3ccccc3)cc2)cc1)C(=O)O. Product: COC(Cc1ccc(CCCCCOc2ccc(-c3ccccc3)cc2)cc1)C(=O)O. As a reaction SMILES: [CH3:34][OH:35].[H:32][H:33].[Pd:36].[c:1]1(-[c:26]2[cH:27][cH:28][cH:29][cH:30][cH:31]2)[cH:2][cH:3][c:4]([O:7][CH2:8][CH2:9][CH2:10][C:11]#[C:12][c:13]2[cH:14][cH:15][c:16]([CH2:19][CH:20]([C:21](=[O:22])[OH:23])[O:24][CH3:25])[cH:17][cH:18]2)[cH:5][cH:6]1>>[c:1]1(-[c:26]2[cH:27][cH:28][cH:29][cH:30][cH:31]2)[cH:2][cH:3][c:4]([O:7][CH2:8][CH2:9][CH2:10][CH2:11][CH2:12][c:13]2[cH:14][cH:15][c:16]([CH2:19][CH:20]([C:21](=[O:22])[OH:23])[O:24][CH3:25])[cH:17][cH:18]2)[cH:5][cH:6]1. Starting materials: OC1=CC=C2C=C(C=C(C2=C1)C#N)C1=CC(=C(C=C1)OC)F (7-hydroxy-3-(3-fluoro-4-methoxyphenyl)-1-naphthonitrile), Cl.[NH+]1=CC=CC=C1 (pyridinium HCl). Yields the product FC=1C=C(C=CC1O)C=1C=C(C2=CC(=CC=C2C1)O)C#N (3-(3-Fluoro-4-hydroxyphenyl)-7-hydroxy-1-naphthonitrile), white solid. Yield: 74.0%. RXN SMILES: [OH:1][C:2]1[CH:11]=[C:10]2[C:5]([CH:6]=[C:7]([C:14]3[CH:19]=[CH:18][C:17]([O:20]C)=[C:16]([F:22])[CH:15]=3)[CH:8]=[C:9]2[C:12]#[N:13])=[CH:4][CH:3]=1.Cl.[NH+]1C=CC=CC=1>>[F:22][C:16]1[CH:15]=[C:14]([C:7]2[CH:8]=[C:9]([C:12]#[N:13])[C:10]3[C:5]([CH:6]=2)=[CH:4][CH:3]=[C:2]([OH:1])[CH:11]=3)[CH:19]=[CH:18][C:17]=1[OH:20] |f:1.2|. Reported procedure: The title compound was prepared by reacting 7-hydroxy-3-(3-fluoro-4-methoxyphenyl)-1-naphthonitrile (0.12 g, 0.41 mmol) with pyridinium HCl (3 g) according to method B to yield 0.085 g (74%) of a white solid: mp 265-269° C.; 1H NMR (DMSO-d6): δ 7.04-7.09 (1H, m), 7.26 (1H, dd, J=2.31 Hz, J=8.88 Hz), 7.36 (1H, d, J=2.19 Hz), 6.52 (1H, d, J=2.19 Hz), 6.52 (1H, dd, J=1.76 Hz, J=8.40 Hz), 6.71 (1H, dd, J=2.22 Hz, J=12.88 Hz), 8.01 (1H, d, J=8.97 Hz), 8.37 (1H, d, J=1.83 Hz), 8.45 (1H, d, J=1.41 Hz),... The reactants are C(=O)(O)[O-].[Na+] (NaHCO3), C(C)(C)C1=CC=C(C=C1)NC(OC=1C=C2CCNC2=CC1)=O (indolin-5-yl 4-isopropylphenylcarbamate), COC1=CC=C(C=O)C=C1 (4-methoxybenzaldehyde), C(C)(=O)O (acetic acid), [Na] (sodium). Run in C(C)OCC (diethyl ether), ClCCl (dichloromethane). Reaction conditions: time 2 minute. The product is C(C)(C)C1=CC=C(C=C1)NC(OC=1C=C2CCN(C2=CC1)CC1=CC=C(C=C1)OC)=O (1-(4-methoxybenzyl)indolin-5-yl 4-isopropylphenylcarbamate). Yield: 81.6%. Reaction SMILES: [CH:1]([C:4]1[CH:9]=[CH:8][C:7]([NH:10][C:11](=[O:22])[O:12][C:13]2[CH:14]=[C:15]3[C:19](=[CH:20][CH:21]=2)[NH:18][CH2:17][CH2:16]3)=[CH:6][CH:5]=1)([CH3:3])[CH3:2].[CH3:23][O:24][C:25]1[CH:32]=[CH:31][C:28]([CH:29]=O)=[CH:27][CH:26]=1.C(O)(=O)C.[Na].C([O-])(O)=O.[Na+]>ClCCl.C(OCC)C>[CH:1]([C:4]1[CH:5]=[CH:6][C:7]([NH:10][C:11](=[O:22])[O:12][C:13]2[CH:14]=[C:15]3[C:19](=[CH:20][CH:21]=2)[N:18]([CH2:29][C:28]2[CH:31]=[CH:32][C:25]([O:24][CH3:23])=[CH:26][CH:27]=2)[CH2:17][CH2:16]3)=[CH:8][CH:9]=1)([CH3:3])[CH3:2] |f:4.5,^1:36|. Procedure details: To a solution of indolin-5-yl 4-isopropylphenylcarbamate (15.0 mg, 50.6 μmol) in 0.75 mL of dry dichloromethane was added 4-methoxybenzaldehyde (12.3 μL, 0.101 mmol) at room temperature. After the reaction mixture was stirred at the same temperature for 2 min, acetic acid (29 μL, 0.51 mmol) and sodium triacetoxyhydroborate (38 mg, 0.18 mmol) was added, successively. After the reaction mixture was stirred at the same temperature for 30 min, the reaction mixture was diluted with diethyl ether (2 m... Reactants: polyester, C1(CCCCC1)(CO)CO (cyclohexanedimethanol), polyester, polyester, C(C1=CC=C(C(=O)[O-])C=C1)(=O)[O-] (terephthalate), polyphenylene sulfide, C(C1=CC=C(C(=O)O)C=C1)(=O)O (terephtalic acid). Run in C(CO)O (ethylene glycol). The product is C1(\C=C/C(=O)O1)=O (maleic acid anhydride), C=CC1=CC=CC=C1 (styrene), C(C1=CC=CC=C1)(=O)OOC(C1=CC=CC=C1)=O (benzoyl peroxide). As a reaction SMILES: [C:1]1([CH2:9]O)(C[OH:8])[CH2:6][CH2:5][CH2:4][CH2:3][CH2:2]1.[C:11](O)(=O)[C:12]1[CH:20]=[CH:19][C:15]([C:16]([OH:18])=[O:17])=[CH:14][CH:13]=1.C([O-])(=O)[C:24]1[CH:32]=[CH:31][C:27]([C:28]([O-:30])=[O:29])=[CH:26][CH:25]=1>C(O)CO>[C:20]1(=[O:8])[O:17][C:16](=[O:18])[CH:15]=[CH:19]1.[CH2:11]=[CH:9][C:1]1[CH:2]=[CH:3][CH:4]=[CH:5][CH:6]=1.[C:28]([O:30][O:18][C:16](=[O:17])[C:15]1[CH:14]=[CH:13][CH:12]=[CH:20][CH:19]=1)(=[O:29])[C:27]1[CH:31]=[CH:32][CH:24]=[CH:25][CH:26]=1. Reported procedure: 70 Parts by weight of a powdery polyphenylene sulfide resin (Tohpren T-4 produced by Tohpren Co., Ltd ; average particle size, 50 μm), 30 parts by weight of a polyester composed of cyclohexanedimethanol and terephtalic acid (polycyclohexanedimethylene terephthalate (hereinafter referred to as PCT); [η]=0.9), which is a thermopalstic polyester, 12 parts by weight of an unsaturated polyester obtained from ethylene glycol and maleic acid anhydride ([η]=0.2), 6 parts by weight of styrene and 1 part ... Starting materials: Brc1ccc2c(c1)N=Cc1cccc3c1N2CC3, BrCCBr, CN1CCC(Cl)CC1, [Cl-], [Mg], [NH4+], C1CCOC1. Yields the product CN1CCC(C2Nc3cc(Br)ccc3N3CCc4cccc2c43)CC1. As a reaction SMILES: [Br:14][c:15]1[cH:16][c:17]2[c:18]([cH:30][cH:31]1)[N:19]1[c:20]3[c:21]([cH:24][cH:25][cH:26][c:27]3[CH2:28][CH2:29]1)[CH:22]=[N:23]2.[Br:1][CH2:2][CH2:3][Br:4].[CH3:6][N:7]1[CH2:8][CH2:9][CH:10]([Cl:13])[CH2:11][CH2:12]1.[Cl-:32].[Mg:5].[NH4+:33].[O:34]1[CH2:35][CH2:36][CH2:37][CH2:38]1>>[CH3:6][N:7]1[CH2:8][CH2:9][CH:10]([CH:22]2[c:21]3[c:20]4[c:27]([cH:26][cH:25][cH:24]3)[CH2:28][CH2:29][N:19]4[c:18]3[c:17]([cH:16][c:15]([Br:14])[cH:31][cH:30]3)[NH:23]2)[CH2:11][CH2:12]1.